This data is from the Open Reaction Database (ORD), a public repository of structured organic reaction records. The task is: describe an organic reaction: reactants, conditions, products, and yield Starting materials: O=C1NC(=O)C(=Cc2c[nH]c3ccc(OCc4ccccc4)cc23)S1, CN(C)c1ccccn1, O=C(Cl)c1ccc(Cl)c(Cl)c1, c1ccncc1. Yields the product O=C1NC(=O)C(=Cc2cn(C(=O)c3ccc(Cl)c(Cl)c3)c3ccc(OCc4ccccc4)cc23)S1. As a reaction SMILES: [CH2:1]([c:2]1[cH:3][cH:4][cH:5][cH:6][cH:7]1)[O:8][c:9]1[cH:10][c:11]2[c:12]([CH:18]=[C:19]3[C:20](=[O:25])[NH:21][C:22](=[O:24])[S:23]3)[cH:13][nH:14][c:15]2[cH:16][cH:17]1.[CH3:37][N:38]([c:39]1[cH:40][cH:41][cH:42][cH:43][n:44]1)[CH3:45].[Cl:26][c:27]1[cH:28][c:29]([C:30](=[O:31])[Cl:32])[cH:33][cH:34][c:35]1[Cl:36].[cH:46]1[cH:47][cH:48][n:49][cH:50][cH:51]1>>[CH2:1]([c:2]1[cH:3][cH:4][cH:5][cH:6][cH:7]1)[O:8][c:9]1[cH:10][c:11]2[c:12]([CH:18]=[C:19]3[C:20](=[O:25])[NH:21][C:22](=[O:24])[S:23]3)[cH:13][n:14]([C:30]([c:29]3[cH:28][c:27]([Cl:26])[c:35]([Cl:36])[cH:34][cH:33]3)=[O:31])[c:15]2[cH:16][cH:17]1. The reactants are C(C)OC(=O)C=1OC2=C(C1C)C=C(C=C2)C(=CC)CC (5-(1-Ethyl-propenyl)-3-methyl-benzofuran-2-carboxylic acid ethyl ester), C1(=CC=CC=C1O)C (o-cresol), B(F)(F)F.CCOCC (BF3 Et2O). Product: C(C)OC(=O)C=1OC2=C(C1C)C=C(C=C2)C(CC)(C2=CC(=C(C=C2)O)C)CC (5-[1-Ethyl-1-(4-hydroxy-3-methyl-phenyl)-propyl]-3-methyl-benzofuran-2-carboxylic acid ethyl ester). Yield: 90.8%. Reaction SMILES: [CH2:1]([O:3][C:4]([C:6]1[O:7][C:8]2[CH:15]=[CH:14][C:13]([C:16]([CH2:19][CH3:20])=[CH:17][CH3:18])=[CH:12][C:9]=2[C:10]=1[CH3:11])=[O:5])[CH3:2].[C:21]1([CH3:28])[C:26]([OH:27])=[CH:25][CH:24]=CC=1.B(F)(F)F.[CH3:33][CH2:34]OCC>>[CH2:1]([O:3][C:4]([C:6]1[O:7][C:8]2[CH:15]=[CH:14][C:13]([C:16]([CH2:33][CH3:34])([C:19]3[CH:24]=[CH:25][C:26]([OH:27])=[C:21]([CH3:28])[CH:20]=3)[CH2:17][CH3:18])=[CH:12][C:9]=2[C:10]=1[CH3:11])=[O:5])[CH3:2] |f:2.3|. Procedure: 5-(1-Ethyl-propenyl)-3-methyl-benzofuran-2-carboxylic acid ethyl ester (3.20 g, 11.7 mmol) and o-cresol (1.91 g, 17.6 mmol) and BF3-Et2O (1.66 g, 11.7 mmol) are reacted analogous to Example 1D to give the title compound (4.04 g, 91%).